This data is from the Open Reaction Database (ORD), a public repository of structured organic reaction records. The task is: describe an organic reaction: reactants, conditions, products, and yield Starting materials: C(CC#N)#N (malononitrile), O.NN (hydrazine hydrate), COC=1C=C(C=C(C1)C(F)(F)F)NN=C(C#N)C#N (2-[(3-methoxy-5-trifluoromethylphenyl)hydrazono]malononitrile), COC=1C=C(N)C=C(C1)C(F)(F)F (3-methoxy-5-trifluoromethylaniline). Product: COC=1C=C(C=C(C1)C(F)(F)F)NN=C1C(=NN=C1N)N (4-[(3-methoxy-5-trifluoromethylphenyl)hydrazono]-4H-pyrazole-3,5-diamine), compound. Yield: 7.0%. RXN SMILES: COC1C=C(N[N:14]=[C:15]([C:18]#[N:19])[C:16]#[N:17])C=C(C(F)(F)F)C=1.[CH3:20][O:21][C:22]1[CH:23]=[C:24]([CH:26]=[C:27]([C:29]([F:32])([F:31])[F:30])[CH:28]=1)[NH2:25].C(#N)CC#N.O.[NH2:39][NH2:40]>>[CH3:20][O:21][C:22]1[CH:23]=[C:24]([NH:25][N:14]=[C:15]2[C:16]([NH2:17])=[N:40][N:39]=[C:18]2[NH2:19])[CH:26]=[C:27]([C:29]([F:30])([F:31])[F:32])[CH:28]=1 |f:3.4|. Procedure details: 4-[(3-methoxy-5-trifluoromethylphenyl)hydrazono]-4H-pyrazole-3,5-diamine was prepared using 134 mg (0.5 mmol) of 2-[(3-methoxy-5-trifluoromethylphenyl)hydrazono]malononitrile, which was derived from 3-methoxy-5-trifluoromethylaniline (191 mg, 1.0 mmol) and malononitrile (1.5 mmol), and hydrazine hydrate. Very little solid had formed after heating the reaction at 75° C. for 1 hr, however, analysis of the reaction solution by TLC indicated that no starting material remained. The solution was allow... Starting materials: CCOCC, COc1ccc(CCCC=O)cc1C, [O-][Cl+][O-], NS(=O)(=O)O, [Na+], C1COCCO1. Product: COc1ccc(CCCC(=O)O)cc1C. RXN SMILES: [CH2:24]([O:26][CH2:25][CH3:27])[CH3:28].[CH3:10][c:11]1[cH:12][c:13]([CH2:19][CH2:20][CH2:21][CH:22]=[O:23])[cH:14][cH:15][c:16]1[O:17][CH3:18].[Cl+:6]([O-:7])[O-:8].[NH2:1][S:2](=[O:3])(=[O:4])[OH:5].[Na+:9].[O:29]1[CH2:30][CH2:31][O:32][CH2:33][CH2:34]1>>[CH3:10][c:11]1[cH:12][c:13]([CH2:19][CH2:20][CH2:21][C:22](=[O:23])[OH:26])[cH:14][cH:15][c:16]1[O:17][CH3:18]. Reactants: C1CCOC1, [H-], CCI, N#Cc1ccc(-c2ccc(N3CCC4CNCC43)cc2)cc1, [Na+], O. The product is CCN1CC2CCN(c3ccc(-c4ccc(C#N)cc4)cc3)C2C1. Reaction SMILES: [CH2:28]1[O:29][CH2:30][CH2:31][CH2:32]1.[H-:23].[I:25][CH2:26][CH3:27].[N:1]1([c:9]2[cH:10][cH:11][c:12](-[c:15]3[cH:16][cH:17][c:18]([C:21]#[N:22])[cH:19][cH:20]3)[cH:13][cH:14]2)[CH:2]2[CH:3]([CH2:4][CH2:5]1)[CH2:6][NH:7][CH2:8]2.[Na+:24].[OH2:33]>>[N:1]1([c:9]2[cH:10][cH:11][c:12](-[c:15]3[cH:16][cH:17][c:18]([C:21]#[N:22])[cH:19][cH:20]3)[cH:13][cH:14]2)[CH:2]2[CH:3]([CH2:4][CH2:5]1)[CH2:6][N:7]([CH2:26][CH3:27])[CH2:8]2. Starting materials: CC(=O)Cl, CN(C)C=O, CNC(=O)N1CCSC1c1ccccc1OCCN1CCN(c2cccc(F)c2)CC1, [H-], [Na+]. Product: CC(=O)N(C)C(=O)N1CCSC1c1ccccc1OCCN1CCN(c2cccc(F)c2)CC1. As a reaction SMILES: [CH3:34][C:35]([Cl:36])=[O:37].[CH3:38][N:39]([CH3:40])[CH:41]=[O:42].[CH3:3][NH:4][C:5](=[O:6])[N:7]1[CH:8]([c:12]2[c:13]([O:18][CH2:19][CH2:20][N:21]3[CH2:22][CH2:23][N:24]([c:27]4[cH:28][c:29]([F:33])[cH:30][cH:31][cH:32]4)[CH2:25][CH2:26]3)[cH:14][cH:15][cH:16][cH:17]2)[S:9][CH2:10][CH2:11]1.[H-:1].[Na+:2]>>[CH3:3][N:4]([C:5](=[O:6])[N:7]1[CH:8]([c:12]2[c:13]([O:18][CH2:19][CH2:20][N:21]3[CH2:22][CH2:23][N:24]([c:27]4[cH:28][c:29]([F:33])[cH:30][cH:31][cH:32]4)[CH2:25][CH2:26]3)[cH:14][cH:15][cH:16][cH:17]2)[S:9][CH2:10][CH2:11]1)[C:35]([CH3:34])=[O:37]. Reactants: BrCCCCCCCCC (1-bromononane), C([O-])([O-])=O.[K+].[K+] (potassium carbonate), CN(C=O)C (dimethylformamide), OC1=C(C=O)C=CC=C1 (2-Hydroxybenzaldehyde). Solvent: O (water), CCCCCC (Hexane). Reaction conditions: temperature 80 celsius. Yields the product C(CCCCCCCC)OC1=C(C=O)C=CC=C1 (2-nonyloxybenzaldehyde). Yield: 97.3%. As a reaction SMILES: [OH:1][C:2]1[CH:9]=[CH:8][CH:7]=[CH:6][C:3]=1[CH:4]=[O:5].Br[CH2:11][CH2:12][CH2:13][CH2:14][CH2:15][CH2:16][CH2:17][CH2:18][CH3:19].C(=O)([O-])[O-].[K+].[K+].CN(C)C=O>O.CCCCCC>[CH2:11]([O:1][C:2]1[CH:9]=[CH:8][CH:7]=[CH:6][C:3]=1[CH:4]=[O:5])[CH2:12][CH2:13][CH2:14][CH2:15][CH2:16][CH2:17][CH2:18][CH3:19] |f:2.3.4|. Procedure: 2-Hydroxybenzaldehyde (110 g), was alkylated by mixing this compound with 1-bromononane (180 g), anhydrous potassium carbonate and dimethylformamide (800 mL). This mixture was heated at 80° C. for 14 hours. Hexane and water were then added and the hexane extract was concentrated and the residue was distilled to yield the 2-nonyloxybenzaldehyde (210 g), bp 121° C. (0.3 mm Hg). A solution of 2-nonyloxybenzaldehyde prepared above (100 g) in ethanol (1000 mL) at 10° C. was reduced by treating with a... Starting materials: BrC=1C=C(COC2=CC=C(C=C2)C2=C(C=C(C(=C2)F)F)OC)C=CC1 (4′-(3-Bromo-benzyloxy)-4,5-difluoro-2-methoxy-biphenyl), [I-].[Na+] (sodium iodide), C([O-])([O-])=O.[Cs+].[Cs+] (cesium carbonate), N1[C@@H](CCC1)CC(=O)O ((S)-pyrrolidin-2-yl-acetic acid). The reagents and catalysts are [Cu]I (copper(I) iodide). Run in CS(=O)C (DMSO). Product: FC1=CC(=C(C=C1F)C1=CC=C(C=C1)OCC=1C=C(C=CC1)N1[C@@H](CCC1)CC(=O)O)OC ({(S)-1-[3-(4′,5′-difluoro-2′-methoxy-biphenyl-4-yloxymethyl)-phenyl]-pyrrolidin-2-yl}-acetic acid). Yield: 46.0%. Reaction SMILES: Br[C:2]1[CH:3]=[C:4]([CH:23]=[CH:24][CH:25]=1)[CH2:5][O:6][C:7]1[CH:12]=[CH:11][C:10]([C:13]2[CH:18]=[C:17]([F:19])[C:16]([F:20])=[CH:15][C:14]=2[O:21][CH3:22])=[CH:9][CH:8]=1.[I-].[Na+].C(=O)([O-])[O-].[Cs+].[Cs+].[NH:34]1[CH2:38][CH2:37][CH2:36][C@H:35]1[CH2:39][C:40]([OH:42])=[O:41]>[Cu]I.CS(C)=O>[F:20][C:16]1[C:17]([F:19])=[CH:18][C:13]([C:10]2[CH:11]=[CH:12][C:7]([O:6][CH2:5][C:4]3[CH:3]=[C:2]([N:34]4[CH2:38][CH2:37][CH2:36][C@H:35]4[CH2:39][C:40]([OH:42])=[O:41])[CH:25]=[CH:24][CH:23]=3)=[CH:8][CH:9]=2)=[C:14]([O:21][CH3:22])[CH:15]=1 |f:1.2,3.4.5|. Procedure details: 4′-(3-Bromo-benzyloxy)-4,5-difluoro-2-methoxy-biphenyl (142 mg, 0.35 mmol), copper(I) iodide (40 mg, 0.21 mmol), sodium iodide (105 mg, 0.70 mmol), cesium carbonate (687 mg, 2.1 mmol) and (S)-pyrrolidin-2-yl-acetic acid (106 mg, 0.78 mmol) and DMSO (0.35 ml) were reacted as above to yield 73 mg of {(S)-1-[3-(4′,5′-difluoro-2′-methoxy-biphenyl-4-yloxymethyl)-phenyl]-pyrrolidin-2-yl}-acetic acid as a white solid. LC-MS (ES) calculated for C26H25F2NO4, 453.18; found m/z 454 [M+H]+.